Dataset: the Open Reaction Database (ORD), a public repository of structured organic reaction records. Task: describe an organic reaction: reactants, conditions, products, and yield The reactants are P(=O)(Cl)(Cl)Cl (Phosphorus oxychloride), CN(C=O)C (N,N-dimethylformamide), C1=CC=CC=2C3=CC=CC=C3N(C12)C1=CC=C(C=C1)C1=CC=C(C=C1)N1C2=CC=CC=C2C=2C=CC=CC12 (4,4′-bis(carbazol-9-yl)biphenyl), C(C)O.ClCCl (ethanol dichloromethane). Solvent: O (water). Run at time 5 minute. The product is C(=O)C=1C=CC=2N(C3=CC=CC=C3C2C1)C1=CC=C(C=C1)C1=CC=C(C=C1)N1C2=CC=CC=C2C=2C=C(C=CC12)C=O (4,4′-bis(3-formyl-carbazol-9-yl)biphenyl). Yield: 87.0%. As a reaction SMILES: P(Cl)(Cl)(Cl)=O.CN(C)[CH:8]=[O:9].[CH:11]1[C:23]2[N:22]([C:24]3[CH:29]=[CH:28][C:27]([C:30]4[CH:35]=[CH:34][C:33]([N:36]5[C:48]6[CH:47]=[CH:46][CH:45]=[CH:44][C:43]=6[C:42]6[C:37]5=[CH:38][CH:39]=[CH:40][CH:41]=6)=[CH:32][CH:31]=4)=[CH:26][CH:25]=3)[C:21]3[C:16](=[CH:17][CH:18]=[CH:19][CH:20]=3)[C:15]=2[CH:14]=[CH:13][CH:12]=1.[CH2:49]([OH:51])C.ClCCl>O>[CH:49]([C:13]1[CH:12]=[CH:11][C:23]2[N:22]([C:24]3[CH:29]=[CH:28][C:27]([C:30]4[CH:31]=[CH:32][C:33]([N:36]5[C:48]6[CH:47]=[CH:46][C:45]([CH:8]=[O:9])=[CH:44][C:43]=6[C:42]6[C:37]5=[CH:38][CH:39]=[CH:40][CH:41]=6)=[CH:34][CH:35]=4)=[CH:26][CH:25]=3)[C:21]3[C:16]([C:15]=2[CH:14]=1)=[CH:17][CH:18]=[CH:19][CH:20]=3)=[O:51] |f:3.4|. Reported procedure: Phosphorus oxychloride (13 ml, 21.5 g, 140 mmol) was added dropwise to a stirring mixture of N,N-dimethylformamide (5.40 ml, 5.10 g, 69.7 mmol) and 4,4′-bis(carbazol-9-yl)biphenyl (7.72 g, 16.0 mmol) and the resulting mixture was stirred at room temperature for 5 minutes then heated to 90° C. for 24 h. (nb reaction mixture was followed by TLC using 5% ethanol/dichloromethane as the eluent). The reaction mixture was poured into water (800 ml) and this beaker was placed in the ultrasonic bath for ... Isolated yield 33.3%. Reactants: COC1=CC=C(CSC[C@H](N)C(=O)NC(C(C)(C)SCC2=CC=C(C=C2)OC)=O)C=C1 (S-p-methoxybenzyl-N-(2-p-methoxybenzylthio-2-methylpropionyl)-L-cysteine amide), [Na] (sodium), [Cl-].[NH4+] (Ammonium chloride). Solvent: N (ammonia), N (ammonia). Reported procedure: To a solution of S-p-methoxybenzyl-N-(2-p-methoxybenzylthio-2-methylpropionyl)-L-cysteine amide(500 mg) in liquid ammonia(10 ml), metallic sodium(0.15 g) was added under nitrogen atomosphere at -78° C. Ammonium chloride was added to the solution and ammonia was evaporated. Methanol and methylene chloride were added to the residue and filtered. The filtrate was concentrated in vacuo and the oily residue was purified by a silica gel column chromatography to give 80 mg(32%) of the titled compound. The product is SC(C(=O)NC([C@@H](N)CS)=O)(C)C (N-(2-Mercapto-2-Methylpropionyl)-L-Cysteine Amide). Reaction SMILES: COC1C=CC(C[S:8][CH2:9][C@@H:10]([C:12]([NH:14][C:15](=[O:29])[C:16]([S:19]CC2C=CC(OC)=CC=2)([CH3:18])[CH3:17])=[O:13])[NH2:11])=CC=1.[Na].[Cl-].[NH4+]>N>[SH:19][C:16]([CH3:18])([CH3:17])[C:15]([NH:14][C:12](=[O:13])[C@H:10]([CH2:9][SH:8])[NH2:11])=[O:29] |f:2.3,^1:31|. Starting materials: Cc1cc(Br)ccc1C#N, C1CCOC1, CC(C)[N-]C(C)C, CI, [Li+]. Product: CCc1cc(Br)ccc1C#N. RXN SMILES: [Br:1][c:2]1[cH:3][c:4]([CH3:10])[c:5]([C:6]#[N:7])[cH:8][cH:9]1.[CH2:21]1[O:22][CH2:23][CH2:24][CH2:25]1.[CH3:12][CH:13]([N-:14][CH:15]([CH3:16])[CH3:17])[CH3:18].[CH3:19][I:20].[Li+:11]>>[Br:1][c:2]1[cH:3][c:4]([CH2:10][CH3:12])[c:5]([C:6]#[N:7])[cH:8][cH:9]1. Starting materials: FC1=C(C#N)C=CC(=C1)N1C2=CC=CC=C2C=2C(=CC=CC12)C1=NC2=C(N1)C=C(C=C2)F (2-fluoro-4-[4-(6-fluoro-1H-benzimidazol-2-yl)carbazol-9-yl]benzonitrile), aqueous solution, [OH-].[Na+] (sodium hydroxide), aqueous solution, OO (hydrogen peroxide), C([O-])([O-])=O.[K+].[K+] (potassium carbonate), O1C=C(C=C1)CN (3-furylmethylamine). Run in CS(=O)C (dimethyl sulphoxide), C(C)O (ethanol). The product is FC=1C=CC2=C(NC(=N2)C2=CC=CC=3N(C4=CC=CC=C4C23)C2=CC(=C(C(=O)N)C=C2)NCC2=COC=C2)C1 (4-[4-(6-fluoro-1H-benzimidazol-2-yl)-9H-carbazol-9-yl]-2-[(furan-3-ylmethyl)amino]benzamide). As a reaction SMILES: F[C:2]1[CH:9]=[C:8]([N:10]2[C:22]3[CH:21]=[CH:20][CH:19]=[C:18]([C:23]4[NH:27][C:26]5[CH:28]=[C:29]([F:32])[CH:30]=[CH:31][C:25]=5[N:24]=4)[C:17]=3[C:16]3[C:11]2=[CH:12][CH:13]=[CH:14][CH:15]=3)[CH:7]=[CH:6][C:3]=1[C:4]#[N:5].C(=O)([O-])[O-:34].[K+].[K+].[O:39]1[CH:43]=[CH:42][C:41]([CH2:44][NH2:45])=[CH:40]1.[OH-].[Na+].OO>CS(C)=O.C(O)C>[F:32][C:29]1[CH:30]=[CH:31][C:25]2[N:24]=[C:23]([C:18]3[C:17]4[C:16]5[C:11](=[CH:12][CH:13]=[CH:14][CH:15]=5)[N:10]([C:8]5[CH:7]=[CH:6][C:3]([C:4]([NH2:5])=[O:34])=[C:2]([NH:45][CH2:44][C:41]6[CH:42]=[CH:43][O:39][CH:40]=6)[CH:9]=5)[C:22]=4[CH:21]=[CH:20][CH:19]=3)[NH:27][C:26]=2[CH:28]=1 |f:1.2.3,5.6|. Procedure: The process is carried out as in stage 3 of Example 3, but using 300 mg of 2-fluoro-4-[4-(6-fluoro-1H-benzimidazol-2-yl)carbazol-9-yl]benzonitrile, obtained according to stage 2 of Example 3, 296 mg of potassium carbonate and 1.387 g of 3-furylmethylamine in 3 ml of dimethyl sulphoxide. 1.357 ml of a 1M aqueous solution of sodium hydroxide, 1.313 ml of a 30% aqueous solution of hydrogen peroxide and 7 ml of ethanol are then added to the reaction medium. After treatment as in stage 3 of Example 3... Starting materials: O=C(n1ccnc1)n1ccnc1, Cc1nc(N)sc1S(=O)(=O)N1CCN(C)CC1, CN(C)c1ccncc1, C1CCC(NC2CCCCC2)CC1, CC(Cl)Cl, ClCCl, O. Product: Cc1nc(NC(=O)N(C2CCCCC2)C2CCCCC2)sc1S(=O)(=O)N1CCN(C)CC1. As a reaction SMILES: [C:18](=[O:19])([n:20]1[cH:21][cH:22][n:23][cH:24]1)[n:25]1[cH:26][cH:27][n:28][cH:29]1.[CH3:1][c:2]1[n:3][c:4]([NH2:17])[s:5][c:6]1[S:7](=[O:8])(=[O:9])[N:10]1[CH2:11][CH2:12][N:13]([CH3:16])[CH2:14][CH2:15]1.[CH3:44][N:45]([c:46]1[cH:47][cH:48][n:49][cH:50][cH:51]1)[CH3:52].[CH:30]1([NH:36][CH:37]2[CH2:38][CH2:39][CH2:40][CH2:41][CH2:42]2)[CH2:31][CH2:32][CH2:33][CH2:34][CH2:35]1.[Cl:53][CH:54]([Cl:55])[CH3:56].[Cl:57][CH2:58][Cl:59].[OH2:43]>>[CH3:1][c:2]1[n:3][c:4]([NH:17][C:18](=[O:19])[N:36]([CH:30]2[CH2:31][CH2:32][CH2:33][CH2:34][CH2:35]2)[CH:37]2[CH2:38][CH2:39][CH2:40][CH2:41][CH2:42]2)[s:5][c:6]1[S:7](=[O:8])(=[O:9])[N:10]1[CH2:11][CH2:12][N:13]([CH3:16])[CH2:14][CH2:15]1. The reactants are [N+](=O)([O-])C=1C=CC=2C3C(C(NC2C1)=O)CCC3 (7-Nitro-1,2,3,3a,5,9b-hexahydrocyclopenta[c]quinolin-4-one), COC=1C=CC(=CC1)P2(=S)SP(=S)(S2)C=3C=CC(=CC3)OC (Lawesson's reagent). The product is [N+](=O)([O-])C=1C=CC=2C3C(C(NC2C1)=S)CCC3 (7-Nitro-1,2,3,3a,5,9b-hexahydrocyclopenta[c]quinoline-4-thione). RXN SMILES: [N+:1]([C:4]1[CH:5]=[CH:6][C:7]2[CH:8]3[CH2:17][CH2:16][CH2:15][CH:9]3[C:10](=O)[NH:11][C:12]=2[CH:13]=1)([O-:3])=[O:2].COC1C=CC(P2(SP(C3C=CC(OC)=CC=3)(=S)S2)=[S:27])=CC=1>>[N+:1]([C:4]1[CH:5]=[CH:6][C:7]2[CH:8]3[CH2:17][CH2:16][CH2:15][CH:9]3[C:10](=[S:27])[NH:11][C:12]=2[CH:13]=1)([O-:3])=[O:2]. Procedure details: 7-Nitro-1,2,3,3a,5,9b-hexahydrocyclopenta[c]quinolin-4-one (91 mg, 0.30 mmol) is stirred with Lawesson's reagent (170 mg, 0.43 mmol) for 6 hours at room temperature. The batch is concentrated by evaporation in a vacuum, and the residue is purified on silica gel with toluene: 52 mg (54%) of product. Solvent: CCO (EtOH), CCO (EtOH), CCOC(=O)C (EtOAc). Reported procedure: 4-Fluoro-1,2-diaminobenzene was prepared using an adaptation of the method of Tsuji et al. (Tsuji, Y. et al., J. Org. Chem. 55: 580 (1990)). A suspension of Zn powder (10.5 g, 0.160 mol), CaCl2 (1.05 g) and H2O in 40 ml EtOH was heated to reflux with stirring under N2. To this was added slowly dropwise a solution of 4-fluoro-2-nitroaniline (2.00 g, 12.8 mmol) in 10 mL EtOH. The reaction mixture was refluxed 8 h. TLC analysis (silica gel, 2:1 benzene:EtOAc) indicated complete disappearance of the... Starting materials: [Cl-].[Cl-].[Ca+2] (CaCl2), O (H2O), FC1=CC(=C(N)C=C1)[N+](=O)[O-] (4-fluoro-2-nitroaniline), C1=CC=CC=C1 (benzene). Product: FC1=CC(=C(C=C1)N)N (4-Fluoro-1,2-diaminobenzene), brown solid. As a reaction SMILES: [Cl-].[Cl-].[Ca+2].O.[F:5][C:6]1[CH:12]=[CH:11][C:9]([NH2:10])=[C:8]([N+:13]([O-])=O)[CH:7]=1.C1C=CC=CC=1>CCO.[Zn].CCOC(C)=O>[F:5][C:6]1[CH:12]=[CH:11][C:9]([NH2:10])=[C:8]([NH2:13])[CH:7]=1 |f:0.1.2|. The reagents and catalysts are [Zn] (Zn). Isolated yield 84.0%. The reactants are C1=CC2=C(C=C1O)[C@@]34CCCC[C@]3([C@@H](C2)N(CC4)CC5CCC5)O.C(C(C(=O)O)O)(C(=O)O)O (butorphanol tartrate), CCCCCCCC/C=C\CCCCCCCC(=O)OC[C@H]([C@@H]1[C@@H]([C@H](CO1)OC(=O)CCCCCCC/C=C\CCCCCCCC)OC(=O)CCCCCCC/C=C\CCCCCCCC)O (Span 85). The product is C1=CC2=C(C=C1O)[C@@]34CCCC[C@]3([C@@H](C2)N(CC4)CC5CCC5)O (Butorphanol). Reaction SMILES: [CH:1]1[C:6]([OH:7])=[CH:5][C:4]2[C@:8]34[CH2:18][CH2:17][N:16]([CH2:19][CH:20]5[CH2:23][CH2:22][CH2:21]5)[C@H:14]([CH2:15][C:3]=2[CH:2]=1)[C@:13]3([OH:24])[CH2:12][CH2:11][CH2:10][CH2:9]4.C(O)(C(O)=O)C(O)C(O)=O.CCCCCCCC/C=C\CCCCCCCC(OC[C@@H](O)[C@H]1OC[C@H](OC(CCCCCCC/C=C\CCCCCCCC)=O)[C@H]1OC(CCCCCCC/C=C\CCCCCCCC)=O)=O>>[CH:1]1[C:6]([OH:7])=[CH:5][C:4]2[C@:8]34[CH2:18][CH2:17][N:16]([CH2:19][CH:20]5[CH2:21][CH2:22][CH2:23]5)[C@H:14]([CH2:15][C:3]=2[CH:2]=1)[C@:13]3([OH:24])[CH2:12][CH2:11][CH2:10][CH2:9]4 |f:0.1|. Procedure: To prepare the oil suspension, a predetermined amount of spray-dried butorphanol tartrate (2-10 μm) was placed in a beaker and a predetermined amount of a suspending agent (Span 85) was added and mixed with the drug until a smooth paste was formed. Oil was subsequently added in small portions with continuous stirring until the required volume was achieved. The final product was mixed using a Silverson® high-shear mixer for five minutes at 5,000 rpm and was stored at room temperature for further ...